This data is from the Open Reaction Database (ORD), a public repository of structured organic reaction records. The task is: describe an organic reaction: reactants, conditions, products, and yield Yields the product COC(=O)c1ncn(C2OC(COC(=O)c3ccccc3)C(OC(=O)c3ccccc3)C2OC(=O)c2ccccc2)n1. RXN SMILES: [C:10]([O:11][CH:14]1[CH:15]([O:16][C:17]([c:18]2[cH:19][cH:20][cH:21][cH:22][cH:23]2)=[O:24])[CH:25]([O:26][C:27]([c:28]2[cH:29][cH:30][cH:31][cH:32][cH:33]2)=[O:34])[CH:35]([CH2:37][O:38][C:39]([c:40]2[cH:41][cH:42][cH:43][cH:44][cH:45]2)=[O:46])[O:36]1)(=[O:12])[CH3:13].[CH3:58][OH:59].[c:47]1([CH3:48])[cH:49][cH:50][c:51]([S:52]([OH:53])(=[O:54])=[O:55])[cH:56][cH:57]1.[nH:1]1[n:2][c:3]([C:6](=[O:7])[O:8][CH3:9])[n:4][cH:5]1>>[n:1]1([CH:14]2[CH:15]([O:16][C:17]([c:18]3[cH:19][cH:20][cH:21][cH:22][cH:23]3)=[O:24])[CH:25]([O:26][C:27]([c:28]3[cH:29][cH:30][cH:31][cH:32][cH:33]3)=[O:34])[CH:35]([CH2:37][O:38][C:39]([c:40]3[cH:41][cH:42][cH:43][cH:44][cH:45]3)=[O:46])[O:36]2)[n:2][c:3]([C:6](=[O:7])[O:8][CH3:9])[n:4][cH:5]1. Reactants: CC(=O)OC1OC(COC(=O)c2ccccc2)C(OC(=O)c2ccccc2)C1OC(=O)c1ccccc1, CO, Cc1ccc(S(=O)(=O)O)cc1, COC(=O)c1nc[nH]n1. Run at time 6 hour. Reaction SMILES: [ClH:1].[NH2:2][N:3]=[CH:4][NH:5][C:6]1[CH:32]=[CH:31][C:9]([C:10]([O:12][C:13]2[CH:22]=[CH:21][C:20]3[C:15](=[CH:16][CH:17]=[C:18]([C:23](=[NH:25])[NH2:24])[CH:19]=3)[C:14]=2[CH2:26][CH2:27][C:28](=[O:30])N)=[O:11])=[CH:8][CH:7]=1.Cl.CS(O)(=O)=[O:36]>>[ClH:1].[ClH:1].[NH2:2][N:3]=[CH:4][NH:5][C:6]1[CH:32]=[CH:31][C:9]([C:10]([O:12][C:13]2[CH:22]=[CH:21][C:20]3[C:15](=[CH:16][CH:17]=[C:18]([C:23](=[NH:25])[NH2:24])[CH:19]=3)[C:14]=2[CH2:26][CH2:27][C:28]([OH:30])=[O:36])=[O:11])=[CH:8][CH:7]=1 |f:2.3,4.5.6|. Reported procedure: 300 Milliliters of 3.6% hydrochloric acid was added to 3.3 g of 6-amidino-1-(2-carbamoylethyl)-2-naphthyl 4-aminoiminomethylaminobenzoate.methanesulfonic acid hydrochloride, followed by stirring for 6 hours at 75°-80° C. Furthermore, the reaction mixture was stirried for 24 hours under cooling with ice. Then, the precipitate was collected by filtration and washed with a small amount of 15% hydrochloric acid and acetone to obtain 1.58 g of the desired product. The reactants are Cl (hydrochloric acid), NN=CNC1=CC=C(C(=O)OC2=C(C3=CC=C(C=C3C=C2)C(N)=N)CCC(N)=O)C=C1 (6-amidino-1-(2-carbamoylethyl)-2-naphthyl 4-aminoiminomethylaminobenzoate), Cl.CS(=O)(=O)O (methanesulfonic acid hydrochloride). Product: Cl.Cl.NN=CNC1=CC=C(C(=O)OC2=C(C3=CC=C(C=C3C=C2)C(N)=N)CCC(=O)O)C=C1 (6-amidino-1-(2-carboxyethyl)-2-naphthyl 4-aminoiminomethylaminobenzoate.dihydrochloride). Reactants: N[C@@H](CC1=CNC2=CC=CC=C12)C(=O)O (L-tryptophan), Cl (hydrochloric acid), Cl (hydrochloric acid), N[C@@H](CC1=CNC2=CC=CC=C12)C(=O)O (L-tryptophan). Reaction conditions: temperature 50 celsius. The product is Cl.N[C@@H](CC1=CNC2=CC=CC=C12)C(=O)O (L-tryptophan hydrochloride). RXN SMILES: [NH2:1][C@H:2]([C:13]([OH:15])=[O:14])[CH2:3][C:4]1[C:12]2[C:7](=[CH:8][CH:9]=[CH:10][CH:11]=2)[NH:6][CH:5]=1.[ClH:16]>>[ClH:16].[NH2:1][C@H:2]([C:13]([OH:15])=[O:14])[CH2:3][C:4]1[C:12]2[C:7](=[CH:8][CH:9]=[CH:10][CH:11]=2)[NH:6][CH:5]=1 |f:2.3|. Procedure details: The pH of 30 l of L-tryptophan fermentation broth was adjusted to 3.5 with 35% hydrochloric acid. After the cells were removed from the broth by centrifugation, the solution was concentrated at 60° C. under reduced pressure until the concentration of L-tryptophan reached 180 g/l. Next, 5 equivalents of 35% hydrochloric acid were added to the crystallization slurry (relative to the amount of L-tryptophan), while the slurry was maintained at a temperature of 50° C. After cooling to 15° C. overnigh... The reactants are C(C)NC(=O)NC1=CC=C(C=C1)C=1N=C(C2=C(N1)CNCC2)N2[C@H](COCC2)CC ((S)-1-ethyl-3-(4-(4-(3-ethylmorpholino)-5,6,7,8-tetrahydropyrido[3,4-d]pyrimidin-2-yl)phenyl)urea), CN(C=O)C (N,N-Dimethylformamide), C(C)(C)N(C(C)C)CC (N,N-Diisopropylethylamine), CS(=O)(=O)Cl (Methanesulfonyl chloride). Reaction conditions: time 1 hour. Product: C(C)NC(=O)NC1=CC=C(C=C1)C=1N=C(C2=C(N1)CN(CC2)S(=O)(=O)C)N2[C@H](COCC2)CC ((S)-1-ethyl-3-(4-(4-(3-ethylmorpholino)-7-(methylsulfonyl)-5,6,7,8-tetrahydropyrido[3,4-d]pyrimidin-2-yl)phenyl)urea). RXN SMILES: [CH2:1]([NH:3][C:4]([NH:6][C:7]1[CH:12]=[CH:11][C:10]([C:13]2[N:14]=[C:15]([N:23]3[CH2:28][CH2:27][O:26][CH2:25][C@@H:24]3[CH2:29][CH3:30])[C:16]3[CH2:22][CH2:21][NH:20][CH2:19][C:17]=3[N:18]=2)=[CH:9][CH:8]=1)=[O:5])[CH3:2].CN(C)C=O.C(N(CC)C(C)C)(C)C.[CH3:45][S:46](Cl)(=[O:48])=[O:47]>>[CH2:1]([NH:3][C:4]([NH:6][C:7]1[CH:8]=[CH:9][C:10]([C:13]2[N:14]=[C:15]([N:23]3[CH2:28][CH2:27][O:26][CH2:25][C@@H:24]3[CH2:29][CH3:30])[C:16]3[CH2:22][CH2:21][N:20]([S:46]([CH3:45])(=[O:48])=[O:47])[CH2:19][C:17]=3[N:18]=2)=[CH:11][CH:12]=1)=[O:5])[CH3:2]. Reported procedure: (S)-1-ethyl-3-(4-(4-(3-ethylmorpholino)-5,6,7,8-tetrahydropyrido[3,4-d]pyrimidin-2-yl)phenyl)urea (0.0499 g, 0.122 mmol) in dry N,N-Dimethylformamide (0.60 mL, 7.7 mmol) was added N,N-Diisopropylethylamine (0.0636 mL, 0.365 mmol) followed by Methanesulfonyl chloride (0.01410 mL, 0.1822 mmol). The reaction mixture was stirred for 1 hour then submitted for purification. 1H NMR (400 MHz, DMSO) δ 8.65 (s, 1H), 8.16 (d, J=8.7, 2H), 7.48 (d, J=8.8, 2H), 6.18 (t, J=5.5, 1H), 4.32 (dd, J=36.6, 17.0, 2H)... Conditions: time 18 hour. Procedure details: To a stirred solution of 2-ethyl-[1,1'-biphenyl]-3-carboxylic acid (2.1 g, 0.0093 mole) in 50 ml of tetrahydrofuran was added dropwise borane-tetrahydrofuran complex (1.6 g, 0.0186 mole). The reaction mixture was stirred at room temperature for approximately 18 hours. Water (6 ml) was slowly added to the reaction mixture and the solvent removed under reduced pressure to give a residue. The residue was dissolved in methylene chloride; the solution was washed with 1N aqueous sodium hydroxide, drie... The yield is 106.4%. Reaction SMILES: [CH2:1]([C:3]1[C:8]([C:9](O)=[O:10])=[CH:7][CH:6]=[CH:5][C:4]=1[C:12]1[CH:17]=[CH:16][CH:15]=[CH:14][CH:13]=1)[CH3:2].O>O1CCCC1.C(Cl)Cl>[CH2:1]([C:3]1[C:8]([CH2:9][OH:10])=[CH:7][CH:6]=[CH:5][C:4]=1[C:12]1[CH:17]=[CH:16][CH:15]=[CH:14][CH:13]=1)[CH3:2]. Product: C(C)C1=C(C=CC=C1CO)C1=CC=CC=C1 (2-ethyl-[1,1'-biphenyl]-3-methanol). Run in O1CCCC1 (tetrahydrofuran), C(Cl)Cl (methylene chloride). Reactants: C(C)C1=C(C=CC=C1C(=O)O)C1=CC=CC=C1 (2-ethyl-[1,1'-biphenyl]-3-carboxylic acid), O (Water). The reactants are C1(=CC=CC2=CC=CC=C12)C1=CC2=C([C@]3(C=CC(N[C@@H]3CC2)=O)C)C=C1 ((+)-(4aR)-(10bR)-8-(1-naphthyl)-10b-methyl-3,4,4a,5,6,10b-hexahydrobenzo[f]quinolin-3-one), C(C)(C)(C)O (t-butanol), CC(C)([O-])C.[K+] (potassium t-butoxide), CI (Methyl iodide). The solvent is C(C)(=O)OCC (ethyl acetate). Reaction conditions: time 4 hour. Yields the product CN1C(C=C[C@@]2(C3=C(CC[C@@H]12)C=C(C=C3)C3=CC=CC1=CC=CC=C31)C)=O ((+)-(4aR)-(10bR)-4-methyl-8-(1-naphthyl)-10b-methyl-3,4,4a, 5,6,10b-hexahydrobenzo[f]quinolin-3-one). Isolated yield 70.0%. Reaction SMILES: [C:1]1([C:11]2[CH:26]=[CH:25][C:14]3[C@:15]4([CH3:24])[C@@H:20]([CH2:21][CH2:22][C:13]=3[CH:12]=2)[NH:19][C:18](=[O:23])[CH:17]=[CH:16]4)[C:10]2[C:5](=[CH:6][CH:7]=[CH:8][CH:9]=2)[CH:4]=[CH:3][CH:2]=1.[C:27](O)(C)(C)C.CC(C)([O-])C.[K+].CI>C(OCC)(=O)C>[CH3:27][N:19]1[C@H:20]2[C@@:15]([CH3:24])([C:14]3[CH:25]=[CH:26][C:11]([C:1]4[C:10]5[C:5](=[CH:6][CH:7]=[CH:8][CH:9]=5)[CH:4]=[CH:3][CH:2]=4)=[CH:12][C:13]=3[CH2:22][CH2:21]2)[CH:16]=[CH:17][C:18]1=[O:23] |f:2.3|. Reported procedure: A 15 mL round bottom flask was charged with (+)-(4aR)-(10bR)-8-(1-naphthyl)-10b-methyl-3,4,4a,5,6,10b-hexahydrobenzo[f]quinolin-3-one (22 mg, 0.065 mmol), 0.20 mL of t-butanol, and potassium t-butoxide (22 mg, 0.19 mmol). Methyl iodide (0.012 mL, 0.19 mmol) was added and the mixture was stirred at room temperature for 4 h. The mixture was diluted with ethyl acetate, and purified by silica gel chromatography (ethyl acetate eluent) to give 16 mg (70%) of the title compound as a yellow solid, upon ... The reactants are dipotassium, O1C(=CC=C1)C(C(=O)O)=NO (2-(fur-2-yl)-2-hydroxyiminoacetic acid), BrC1(CCCC1)C(=O)OC(C)(C)C (t-butyl 1-bromocyclopentanecarboxylate). Run in O (water). Product: C(C)(C)(C)OC(=O)C1(CCCC1)ON=C(C(=O)O)C=1OC=CC1 (2-(1-t-Butoxycarbonylcyclopent-1-yloxyimino)-2-(fur-2-yl) acetic acid). As a reaction SMILES: [O:1]1[CH:5]=[CH:4][CH:3]=[C:2]1[C:6](=[N:10][OH:11])[C:7]([OH:9])=[O:8].Br[C:13]1([C:18]([O:20][C:21]([CH3:24])([CH3:23])[CH3:22])=[O:19])[CH2:17][CH2:16][CH2:15][CH2:14]1>O>[C:21]([O:20][C:18]([C:13]1([O:11][N:10]=[C:6]([C:2]2[O:1][CH:5]=[CH:4][CH:3]=2)[C:7]([OH:9])=[O:8])[CH2:17][CH2:16][CH2:15][CH2:14]1)=[O:19])([CH3:24])([CH3:22])[CH3:23]. Procedure: The dipotassium salt of 2-(fur-2-yl)-2-hydroxyiminoacetic acid (syn isomer) was generated under an atmosphere of dry nitrogen and alkylated with t-butyl 1-bromocyclopentanecarboxylate using the method of Preparation 2. The product was isolated by pouring into water, acidifying and extracting in the conventional manner, thereby yielding the title compound, m.p. 106.8°-107.3°; λmax (pH 6 buffer) 277.5 nm (ε 15,100); τ(d6 -DMSO) values include 8.03, 8.30 (m, cyclopentyl protons) and 8.63 (C(CH3)3).